This data is from the Open Reaction Database (ORD), a public repository of structured organic reaction records. The task is: describe an organic reaction: reactants, conditions, products, and yield The reactants are C(C)(C)C=1C(=CC(=C(C1)N)[N+](=O)[O-])SC#N (5-Isopropyl-2-nitro-4-thiocyanato-phenylamine), [H][H] (hydrogen). The reagents and catalysts are [Ni] (Raney nickel). Solvent: C1CCOC1 (THF). Product: C(C)(C)C=1C=C(C(=CC1SC#N)N)N (4-Isopropyl-5-thiocyanato-benzene-1,2-diamine). RXN SMILES: [CH:1]([C:4]1[C:5]([S:14][C:15]#[N:16])=[CH:6][C:7]([N+:11]([O-])=O)=[C:8]([NH2:10])[CH:9]=1)([CH3:3])[CH3:2].[H][H]>[Ni].C1COCC1>[CH:1]([C:4]1[CH:9]=[C:8]([NH2:10])[C:7]([NH2:11])=[CH:6][C:5]=1[S:14][C:15]#[N:16])([CH3:3])[CH3:2]. Reported procedure: 5-Isopropyl-2-nitro-4-thiocyanato-phenylamine (prepared in Example QQ-1; 7.83 g, 33 mmol) was hydrogenated using Raney nickel (2 g) and THF (100 mL) in the presence of hydrogen (50 psi) as described in General Method 3. MS(APCI): 208(M+H).